From a dataset of the Open Reaction Database (ORD), a public repository of structured organic reaction records. describe an organic reaction: reactants, conditions, products, and yield Starting materials: [Cl-], CS(=O)(=O)c1ncc(Cl)cn1, [H-], Cn1nc(OCCO)c(-c2ccc3c(c2)OCO3)c1N, [NH4+], [Na+], C1CCOC1. Product: Cn1nc(OCCOc2ncc(Cl)cn2)c(-c2ccc3c(c2)OCO3)c1N. RXN SMILES: [Cl-:34].[Cl:23][c:24]1[cH:25][n:26][c:27]([S:30]([CH3:31])(=[O:32])=[O:33])[n:28][cH:29]1.[H-:21].[NH2:1][c:2]1[c:3](-[c:12]2[cH:13][c:14]3[c:15]([cH:19][cH:20]2)[O:16][CH2:17][O:18]3)[c:4]([O:8][CH2:9][CH2:10][OH:11])[n:5][n:6]1[CH3:7].[NH4+:35].[Na+:22].[O:36]1[CH2:37][CH2:38][CH2:39][CH2:40]1>>[NH2:1][c:2]1[c:3](-[c:12]2[cH:13][c:14]3[c:15]([cH:19][cH:20]2)[O:16][CH2:17][O:18]3)[c:4]([O:8][CH2:9][CH2:10][O:11][c:27]2[n:26][cH:25][c:24]([Cl:23])[cH:29][n:28]2)[n:5][n:6]1[CH3:7]. The reactants are ClCCl, COc1cccc2c1SCC(C(=O)O)C2, O=C1CCC(=O)N1Cl. Yields the product COc1cccc2c1SCC(=O)C2. Reaction SMILES: [CH2:24]([Cl:25])[Cl:26].[CH3:1][O:2][c:3]1[cH:4][cH:5][cH:6][c:7]2[c:12]1[S:11][CH2:10][CH:9]([C:13]([OH:14])=[O:15])[CH2:8]2.[Cl:16][N:17]1[C:18](=[O:20])[CH2:21][CH2:22][C:23]1=[O:19]>>[CH3:1][O:2][c:3]1[cH:4][cH:5][cH:6][c:7]2[c:12]1[S:11][CH2:10][C:9](=[O:19])[CH2:8]2. Yields the product NC(=O)CNc1cc(NC(=O)CN2CCN(CC=Cc3ccccc3)CC2)nc(-c2ccccc2)n1. Reactants: CCN(C(C)C)C(C)C, O=C(CN1CCN(CC=Cc2ccccc2)CC1)Nc1cc(Cl)nc(-c2ccccc2)n1, Cl, NCC(N)=O. Reaction SMILES: [CH:33]([N:34]([CH2:35][CH3:36])[CH:37]([CH3:38])[CH3:39])([CH3:40])[CH3:41].[Cl:1][c:2]1[cH:3][c:4]([NH:14][C:15]([CH2:16][N:17]2[CH2:18][CH2:19][N:20]([CH2:23][CH:24]=[CH:25][c:26]3[cH:27][cH:28][cH:29][cH:30][cH:31]3)[CH2:21][CH2:22]2)=[O:32])[n:5][c:6](-[c:8]2[cH:9][cH:10][cH:11][cH:12][cH:13]2)[n:7]1.[ClH:42].[NH2:43][CH2:44][C:45](=[O:46])[NH2:47]>>[c:2]1([NH:43][CH2:44][C:45](=[O:46])[NH2:47])[cH:3][c:4]([NH:14][C:15]([CH2:16][N:17]2[CH2:18][CH2:19][N:20]([CH2:23][CH:24]=[CH:25][c:26]3[cH:27][cH:28][cH:29][cH:30][cH:31]3)[CH2:21][CH2:22]2)=[O:32])[n:5][c:6](-[c:8]2[cH:9][cH:10][cH:11][cH:12][cH:13]2)[n:7]1.